Dataset: the Open Reaction Database (ORD), a public repository of structured organic reaction records. Task: describe an organic reaction: reactants, conditions, products, and yield Starting materials: C(C1=CN=CC=C1)(=O)NN (nicotinic acid hydrazide), C(=O)O (formic acid). Run in C(C)OCC (diethyl ether). Yields the product C(=O)N(N)C(C1=CN=CC=C1)=O (N-Formylnicotinic acid hydrazide). As a reaction SMILES: [C:1]([NH:9][NH2:10])(=[O:8])[C:2]1[CH:7]=[CH:6][CH:5]=[N:4][CH:3]=1.[CH:11](O)=[O:12]>C(OCC)C>[CH:11]([N:9]([C:1](=[O:8])[C:2]1[CH:7]=[CH:6][CH:5]=[N:4][CH:3]=1)[NH2:10])=[O:12]. Procedure details: 25 g (182 mmol) of nicotinic acid hydrazide were stirred in 50 ml (1325 mmol) of formic acid for 16 h, 500 ml of diethyl ether were added and the precipitate formed was filtered off with suction. The filter residue was washed with diethyl ether and dried. Starting materials: C1(=CC=C(C=C1)C(=O)O)C=CC1=CC=CC=C1 (stilbene-4-carboxylic acid), S(=O)(Cl)Cl (thionyl chloride), C1(=CC=CC=C1)C (toluene). Run in CN(C=O)C (N,N-dimethylformamide). The product is C1(=CC=C(C=C1)C(=O)Cl)C=CC1=CC=CC=C1 (stilbene-4-carboxylic acid chloride). Yield: 83.8%. Reaction SMILES: [C:1]1([CH:10]=[CH:11][C:12]2[CH:17]=[CH:16][CH:15]=[CH:14][CH:13]=2)[CH:6]=[CH:5][C:4]([C:7](O)=[O:8])=[CH:3][CH:2]=1.S(Cl)([Cl:20])=O.C1(C)C=CC=CC=1>CN(C)C=O>[C:1]1([CH:10]=[CH:11][C:12]2[CH:17]=[CH:16][CH:15]=[CH:14][CH:13]=2)[CH:6]=[CH:5][C:4]([C:7]([Cl:20])=[O:8])=[CH:3][CH:2]=1. Procedure: 15.1 g (67.4 mmols) of stilbene-4-carboxylic acid, 10.0 g (84.25 mmols) of thionyl chloride, 150 ml of toluene and 0.18 ml of N,N-dimethylformamide are stirred at 70° C. for 3 hours. The reaction mixture is then evaporated and the crude product is recrystallised from n-hexane/cyclohexane. 13.7 g (84% of theory) of stilbene-4-carboxylic acid chloride are obtained in the form of white crystals; melting point 131.2° C.